This data is from the Open Reaction Database (ORD), a public repository of structured organic reaction records. The task is: describe an organic reaction: reactants, conditions, products, and yield Reactants: NCC=1C=NC=CC1 (3-Aminomethylpyridine), resultant precipitate, C(C)OCC (diethyl ether), C(C)S(=O)(=O)Cl (Ethanesulfonyl chloride). As a reaction SMILES: [NH2:1][CH2:2][C:3]1[CH:4]=[N:5][CH:6]=[CH:7][CH:8]=1.[CH2:9]([S:11](Cl)(=[O:13])=[O:12])[CH3:10].C(OCC)C>ClCCl>[CH2:9]([S:11]([NH:1][CH2:2][C:3]1[CH:4]=[N:5][CH:6]=[CH:7][CH:8]=1)(=[O:13])=[O:12])[CH3:10]. Procedure: 3-Aminomethylpyridine (2.15 g, 19.88 mmol) was dissolved in 40 ml dichloromethane. Ethanesulfonyl chloride (2.56 g, 19.9 mmol) was added to the mixture and stirred for 18 h. To the resultant precipitate was added 40 ml diethyl ether and decanted from the solid. The solid was partitioned between a mixture of 100 ml dichloromethane/20 ml isopropyl alcohol and 20 ml of a saturated sodium bicarbonate solution. The organic layer was separated and the aqueous phase extracted twice with the 80/20 mixtu... Product: C(C)S(=O)(=O)NCC=1C=NC=CC1 (N-(Ethylsulfonyl)pyrid-3-ylmethylamine). The solvent is ClCCl (dichloromethane). Reaction conditions: time 18 hour. Reactants: CC(C)(C)OC(=O)N1CCC(CNC(=O)OCc2ccccc2)CC1, CCOC(C)=O, Cl. The product is Cl, O=C(NCC1CCNCC1)OCc1ccccc1. RXN SMILES: [C:1]([O:2][C:3](=[O:4])[N:8]1[CH2:9][CH2:10][CH:11]([CH2:14][NH:15][C:16](=[O:17])[O:18][CH2:19][c:20]2[cH:21][cH:22][cH:23][cH:24][cH:25]2)[CH2:12][CH2:13]1)([CH3:5])([CH3:6])[CH3:7].[CH3:27][CH2:28][O:29][C:30]([CH3:31])=[O:32].[ClH:26]>>[ClH:26].[NH:8]1[CH2:9][CH2:10][CH:11]([CH2:14][NH:15][C:16](=[O:17])[O:18][CH2:19][c:20]2[cH:21][cH:22][cH:23][cH:24][cH:25]2)[CH2:12][CH2:13]1. The reactants are COCCN, ClCCl, O=[N+]([O-])c1ccc(S(=O)(=O)Cl)cc1. Product: COCCNS(=O)(=O)c1ccc([N+](=O)[O-])cc1. Reaction SMILES: [CH3:14][O:15][CH2:16][CH2:17][NH2:18].[Cl:19][CH2:20][Cl:21].[N+:1](=[O:2])([O-:3])[c:4]1[cH:5][cH:6][c:7]([S:10](=[O:11])(=[O:12])[Cl:13])[cH:8][cH:9]1>>[N+:1](=[O:2])([O-:3])[c:4]1[cH:5][cH:6][c:7]([S:10](=[O:11])(=[O:12])[NH:18][CH2:17][CH2:16][O:15][CH3:14])[cH:8][cH:9]1. The reactants are COC(=O)c1c(CBr)c(=O)c2ccc(Cl)cc2n1-c1ccccc1, C1CCOC1, CCN(C(C)C)C(C)C, ClCCl, [H-], [Na+], O, Nc1ncnc2ccccc12. Yields the product COC(=O)c1c(CNc2ncnc3ccccc23)c(=O)c2ccc(Cl)cc2n1-c1ccccc1. RXN SMILES: [Br:1][CH2:2][c:3]1[c:4]([C:21](=[O:22])[O:23][CH3:24])[n:5](-[c:15]2[cH:16][cH:17][cH:18][cH:19][cH:20]2)[c:6]2[cH:7][c:8]([Cl:14])[cH:9][cH:10][c:11]2[c:12]1=[O:13].[CH2:48]1[O:49][CH2:50][CH2:51][CH2:52]1.[CH:36]([N:37]([CH2:38][CH3:39])[CH:40]([CH3:41])[CH3:42])([CH3:43])[CH3:44].[Cl:53][CH2:54][Cl:55].[H-:45].[Na+:46].[OH2:47].[n:25]1[cH:26][n:27][c:28]([NH2:35])[c:29]2[cH:30][cH:31][cH:32][cH:33][c:34]12>>[CH2:2]([c:3]1[c:4]([C:21](=[O:22])[O:23][CH3:24])[n:5](-[c:15]2[cH:16][cH:17][cH:18][cH:19][cH:20]2)[c:6]2[cH:7][c:8]([Cl:14])[cH:9][cH:10][c:11]2[c:12]1=[O:13])[NH:35][c:28]1[n:27][cH:26][n:25][c:34]2[c:29]1[cH:30][cH:31][cH:32][cH:33]2. Reactants: N1=NC=CC=C1 (pyridazine), CC1(NC(CCC1)(C)C)C (2,2,6,6-Tetramethylpiperidine), [Li]CCCC (n-BuLi), C1(=CC=CC=C1)CCCCCCC=O (7-phenylheptanal). Solvent: C1CCOC1 (THF), C1CCOC1 (THF), C1CCOC1 (THF). Run at temperature 0 celsius, time 0.5 hour. Product: C1(=CC=CC=C1)CCCCCCC(O)C=1N=NC=CC1 (7-Phenyl-1-(pyridazin-3-yl)-heptan-1-ol). Isolated yield 22.1%. As a reaction SMILES: CC1(C)CCCC(C)(C)N1.[Li]CCCC.[N:16]1[CH:21]=[CH:20][CH:19]=[CH:18][N:17]=1.[C:22]1([CH2:28][CH2:29][CH2:30][CH2:31][CH2:32][CH2:33][CH:34]=[O:35])[CH:27]=[CH:26][CH:25]=[CH:24][CH:23]=1>C1COCC1>[C:22]1([CH2:28][CH2:29][CH2:30][CH2:31][CH2:32][CH2:33][CH:34]([C:21]2[N:16]=[N:17][CH:18]=[CH:19][CH:20]=2)[OH:35])[CH:27]=[CH:26][CH:25]=[CH:24][CH:23]=1. Procedure: 2,2,6,6-Tetramethylpiperidine (1.54 mL) was dissolved in anhydrous THF (60 mL) and treated dropwise with 2.0 M n-BuLi (4 equiv) at −40° C. The reaction mixture was stirred at 0° C. for 0.5 h, cooled to −78° C. and treated with a solution of pyridazine (165 μL, 2.26 mmol) in THF (4 mL) immediately followed by a solution of 7-phenylheptanal (435 mg, 2.29 mmol) in THF (2 mL). The reaction mixture was stirred at −78° C. for 1 h before being quenched by the addition of 1 N HCl/EtOH/THF (2/9/9, 40 mL)... The reactants are C(C)(=O)C=1C=C(C(=O)OC)C=CC1O (Methyl 3-acetyl-4-hydroxybenzoate), CC(=O)C (acetone), N1CCCC1 (pyrrolidine). Solvent: C1(=CC=CC=C1)C (toluene), CCOC(=O)C (EtOAc). Run at time 1 hour. Yields the product CC1(OC2=CC=C(C=C2C(C1)=O)C(=O)OC)C (methyl 2,2-dimethyl-4-oxo-3,4-dihydro-2H-chromene-6-carboxylate). As a reaction SMILES: [C:1]([C:4]1[CH:5]=[C:6]([CH:11]=[CH:12][C:13]=1[OH:14])[C:7]([O:9][CH3:10])=[O:8])(=[O:3])[CH3:2].[CH3:15][C:16]([CH3:18])=O.N1CCCC1>C1(C)C=CC=CC=1.CCOC(C)=O>[CH3:15][C:16]1([CH3:18])[CH2:2][C:1](=[O:3])[C:4]2[C:13](=[CH:12][CH:11]=[C:6]([C:7]([O:9][CH3:10])=[O:8])[CH:5]=2)[O:14]1. Procedure: Methyl 3-acetyl-4-hydroxybenzoate (200 mg, 1.03 mmol), acetone (151 μL, 2.06 mmol) and pyrrolidine (25.6 μL, 0.31 mmol) were mixed in toluene (515 μL) and stirred at room temperature for 1 hour. It was then heated to 100° C. for 5 hours, allowed to cool to room temperature, diluted with EtOAc (50.0 mL) and poured into ice. The two layers were separated. The organic layer was washed with 2 N aqueous HCl (10.0 mL), 2 N aqueous NaOH (10.0 mL), water (10.0 mL), dried over Na2SO4, filtered and concen...